From a dataset of the Open Reaction Database (ORD), a public repository of structured organic reaction records. describe an organic reaction: reactants, conditions, products, and yield Starting materials: NCC(=O)N1[C@@H](S[C@H]([C@@H]1C1=C(C=CC=C1)F)C(=O)OC)C(=O)OC(C)(C)C (tert-butyl (2S,4S,5R)-3-(2-aminoacetyl)-5-methoxycarbonyl-4-(2-fluorophenyl)-2-thiazolidinecarboxylate), O1CCCC1 (tetrahydrofuran). The solvent is CC=1C=C(C=CC1)N=C=O (3-methylphenyl isocyanate). Yields the product COC(=O)[C@H]1[C@@H](N([C@@H](S1)C(=O)OC(C)(C)C)C(CNC(=O)NC1=CC(=CC=C1)C)=O)C1=C(C=CC=C1)F (tert-butyl (2S,4S,5R)-5-methoxycarbonyl-3-{2-[3-(3-methylphenyl)ureido]acetyl}-4-(2-fluorophenyl)-2-thiazolidinecarboxylate). Reaction SMILES: [NH2:1][CH2:2][C:3]([N:5]1[C@@H:9]([C:10]2[CH:15]=[CH:14][CH:13]=[CH:12][C:11]=2[F:16])[C@H:8]([C:17]([O:19][CH3:20])=[O:18])[S:7][C@H:6]1[C:21]([O:23][C:24]([CH3:27])([CH3:26])[CH3:25])=[O:22])=[O:4].O1[CH2:32][CH2:31][CH2:30][CH2:29]1>CC1C=C(N=C=O)C=CC=1>[CH3:20][O:19][C:17]([C@@H:8]1[S:7][C@@H:6]([C:21]([O:23][C:24]([CH3:27])([CH3:26])[CH3:25])=[O:22])[N:5]([C:3](=[O:4])[CH2:2][NH:1][C:3]([NH:5][C:9]2[CH:10]=[CH:32][CH:31]=[C:30]([CH3:29])[CH:8]=2)=[O:4])[C@H:9]1[C:10]1[CH:15]=[CH:14][CH:13]=[CH:12][C:11]=1[F:16])=[O:18]. Reported procedure: The process is performed in a similar manner to that described in Example 1, but starting with 0.34 g of tert-butyl (2S,4S,5R)-3-(2-aminoacetyl)-5-methoxycarbonyl-4-(2-fluorophenyl)-2-thiazolidinecarboxylate dissolved in 10 ml of tetrahydrofuran and 106 μl of 3-methylphenyl isocyanate. The crude product is purified by chromatography on silica [eluent: ethyl acetate/cyclohexane (20/80 by volume)]. The fractions containing the expected product are combined and concentrated to dryness under reduced... Starting materials: CC1=NN(C(=C1C=1C=C(C(=O)OC)C=CC1)C)C1=CC=C(C=C1)CCOS(=O)(=O)C (Methyl 3-[3,5-dimethyl-1-(4-{2-[(methylsulfonyl)oxy]ethyl}phenyl)-1H-pyrazol-4-yl]benzoate), [N-]=[N+]=[N-].[Na+] (sodium azide), O (water). Solvent: CN(C=O)C (N,N-dimethylformamide). Run at temperature 100 celsius, time 1.5 hour. Product: N(=[N+]=[N-])CCC1=CC=C(C=C1)N1N=C(C(=C1C)C=1C=C(C(=O)OC)C=CC1)C (Methyl 3-{1-[4-(2-azidoethyl)phenyl]-3,5-dimethyl-1H-pyrazol-4-yl}benzoate). Reaction SMILES: [CH3:1][C:2]1[C:6]([C:7]2[CH:8]=[C:9]([CH:14]=[CH:15][CH:16]=2)[C:10]([O:12][CH3:13])=[O:11])=[C:5]([CH3:17])[N:4]([C:18]2[CH:23]=[CH:22][C:21]([CH2:24][CH2:25]OS(C)(=O)=O)=[CH:20][CH:19]=2)[N:3]=1.[N-:31]=[N+:32]=[N-:33].[Na+].O>CN(C)C=O>[N:31]([CH2:25][CH2:24][C:21]1[CH:22]=[CH:23][C:18]([N:4]2[C:5]([CH3:17])=[C:6]([C:7]3[CH:8]=[C:9]([CH:14]=[CH:15][CH:16]=3)[C:10]([O:12][CH3:13])=[O:11])[C:2]([CH3:1])=[N:3]2)=[CH:19][CH:20]=1)=[N+:32]=[N-:33] |f:1.2|. Procedure details: To a stirred solution of methyl 3-[3,5-dimethyl-1-(4-{2-[(methylsulfonyl)oxy]ethyl}phenyl)-1H-pyrazol-4-yl]benzoate (step 2, 2.0 mmol) and KI (330 mg, 2.0 mmol) in N,N-dimethylformamide (10 mL) was added sodium azide (260 mg, 4.0 mmol), and then the resulting mixture was stirred for 1.5 h at 100° C. The reaction mixture was poured into water (100 mL), and extracted with ethyl acetate/toluene (4:1). The organic layer was washed with water (50 mL) and brine (50 mL), then dried (Na2SO4). After remo... The reactants are ClC1=C(OCCCN)C(=CC=C1)Cl (3-(2,6-dichlorophenoxy)propan-1-amine), ClC1=C(C=CC=C1Cl)O (2,3-dichlorophenol), ClC1=C(C(=CC=C1)Cl)O (2,6-dichlorophenol). Yields the product ClC1=C(OCCCN)C=CC=C1Cl (3-(2,3-dichlorophenoxy)propan-1-amine). Isolated yield 88.0%. Reaction SMILES: [Cl:1][C:2]1[CH:12]=[CH:11][CH:10]=[C:9](Cl)[C:3]=1[O:4][CH2:5][CH2:6][CH2:7][NH2:8].[Cl:14]C1C(Cl)=CC=CC=1O.ClC1C=CC=C(Cl)C=1O>>[Cl:1][C:2]1[C:12]([Cl:14])=[CH:11][CH:10]=[CH:9][C:3]=1[O:4][CH2:5][CH2:6][CH2:7][NH2:8]. Procedure details: Intermediate 12 (55 mg, 0.250 mmol, 88% yield) was prepared as a white powder following the procedure described for Intermediate 9 using 2,3-dichlorophenol and 2,6-dichlorophenol as starting materials. LC-MS (ESI) 221 (M+H), RT=1.48 min (Method B). The reactants are CC1=NC=CC=C1C(=O)O (2-methyl-3-pyridinecarboxylic acid), CS(=O)(=O)OC[C@@H]1CO1 ((S)-glycidyl methanesulfonate), N1CCOCC1 (morpholine), CS(=O)(=O)OC[C@@H]1CO1 ((S)-glycidyl methanesulfonate), COC1=C(C=CC=2C=3N(C(=NC12)N)CCN3)OC[C@@H]3OC3 (7-Methoxy-8-[(2R)-oxiran-2-ylmethoxy]-2,3-dihydroimidazo[1,2-c]quinazolin-5-amine). The solvent is C(Cl)Cl.CO (CH2Cl2 MeOH), CO (MeOH). Yields the product O[C@H](COC=1C=CC=2C=3N(C(=NC2C1OC)NC(=O)C=1C(=NC=CC1)C)CCN3)CN3CCOCC3 (N-(8-{[(2S)-2-Hydroxy-3-(morpholin-4-yl)propyl]oxy}-7-methoxy-2,3-dihydroimidazo[1,2-c]quinazolin-5-yl)-2-methylpyridine-3-carboxamide). RXN SMILES: CS(OC[C@H]1OC1)(=O)=O.[CH3:10][O:11][C:12]1[C:21]2[N:20]=[C:19]([NH2:22])[N:18]3[CH2:23][CH2:24][N:25]=[C:17]3[C:16]=2[CH:15]=[CH:14][C:13]=1[O:26][CH2:27][C@H:28]1[CH2:30][O:29]1.[NH:31]1[CH2:36][CH2:35][O:34][CH2:33][CH2:32]1.[CH3:37][C:38]1[C:43]([C:44](O)=[O:45])=[CH:42][CH:41]=[CH:40][N:39]=1>CO.C(Cl)Cl.CO>[OH:29][C@@H:28]([CH2:30][N:31]1[CH2:36][CH2:35][O:34][CH2:33][CH2:32]1)[CH2:27][O:26][C:13]1[CH:14]=[CH:15][C:16]2[C:17]3[N:18]([CH2:23][CH2:24][N:25]=3)[C:19]([NH:22][C:44]([C:43]3[C:38]([CH3:37])=[N:39][CH:40]=[CH:41][CH:42]=3)=[O:45])=[N:20][C:21]=2[C:12]=1[O:11][CH3:10] |f:5.6|. Procedure: Prepared using (S)-glycidyl methanesulfonate (Intermediate H, Step 1) in place of (R)-glycidyl methanesulfonate (Intermediate F, Step 1), and morpholine in place of piperidine in Step 1, and 2-methyl-3-pyridinecarboxylic acid in place of nicotinic acid in Step 2 (0.059 g, 56%): TLC (9:1 CH2Cl2/MeOH+1% NH4OH in MeOH)Rf 0.44; HPLC ret. time 0.81 min.; 1H NMR (DMSO-d6+1 drop TFA-d) δ 2.99 (s, 3H), 3.09-3.40 (m, 4H), 3.48 (br d, J=12.1 Hz, 2H), 3.63-3.83 (m, 2H), 3.89-4.01 (m, 2H), 4.02 (s, 3H), 4.1... Starting materials: Cl (hydrochloric acid), BrC=1C=C(C=CC1)N1C(C=2C(C1=O)=CC=CC2)=O (N-(3-bromophenyl)-phthalimide), O.NN (hydrazine hydrate), Cl.CON (methoxyamine hydrochloride), C([O-])([O-])=O.[Na+].[Na+] (sodium carbonate). Solvent: O (water), C(C)O (ethanol). Conditions: temperature 80 celsius, time 30 minute. Product: Cl.Cl.NCCCNOC (1-amino-3-methoxyaminopropane dihydrochloride). As a reaction SMILES: Br[C:2]1[CH:3]=[C:4]([N:8]2C(=O)C3=CC=CC=C3C2=O)C=CC=1.[ClH:19].[CH3:20][O:21][NH2:22].C(=O)([O-])[O-].[Na+].[Na+].O.NN.Cl>C(O)C.O>[ClH:19].[ClH:19].[NH2:8][CH2:4][CH2:3][CH2:2][NH:22][O:21][CH3:20] |f:1.2,3.4.5,6.7,11.12.13|. Procedure details: 10 g (0.037 mol) of N-(3-bromophenyl)-phthalimide, 6.2 g (0.075 mol) of methoxyamine hydrochloride and 15.0 g of sodium carbonate are suspended in 150 ml of ethanol and refluxed for 12 hours. After cooling, the salts are separated off by filtration and the solvent is removed. The oil which remains is treated with ethyl acetate, the insoluble residue is separated off and the solvent is removed. The oil which remains is taken up in 25 ml of ethanol and 1.15 g (0.023 mol) of hydrazine hydrate is ad... Reactants: FC=1C=C(C=CC1)/C=C/C(=O)OCC (ethyl (E)-3-(3-fluorophenyl)acrylate), S(=O)(=O)(C1=CC=C(C)C=C1)C[N+]#[C-] (tosylmethyl isocyanide), CC(C)([O-])C.[K+] (potassium tert-butoxide). The solvent is O1CCCC1 (tetrahydrofuran), O1CCCC1 (tetrahydrofuran). Reaction conditions: temperature 25 celsius, time 30 minute. Product: FC=1C=C(C=CC1)C=1C(=CNC1)C(=O)OCC (ethyl 4-(3-fluorophenyl)-1H-pyrrole-3-carboxylate). Isolated yield 61.4%. As a reaction SMILES: CC(C)([O-])C.[K+].[F:7][C:8]1[CH:9]=[C:10](/[CH:14]=[CH:15]/[C:16]([O:18][CH2:19][CH3:20])=[O:17])[CH:11]=[CH:12][CH:13]=1.S([CH2:31][N+:32]#[C-:33])(C1C=CC(C)=CC=1)(=O)=O>O1CCCC1>[F:7][C:8]1[CH:9]=[C:10]([C:14]2[C:15]([C:16]([O:18][CH2:19][CH3:20])=[O:17])=[CH:31][NH:32][CH:33]=2)[CH:11]=[CH:12][CH:13]=1 |f:0.1|. Procedure: To a suspension of 38.3 g (341 mmol) of potassium tert-butoxide at 60% in oil in 500 ml of anhydrous tetrahydrofuran is added dropwise a mixture of 55.2 g (284 mmol) of ethyl (E)-3-(3-fluorophenyl)acrylate (CAS 166250-00-6) and 55.5 g (284 mmol) of tosylmethyl isocyanide (CAS 36635-61-7) dissolved in 500 ml of tetrahydrofuran, while maintaining the temperature of the reaction medium at about 25° C. The mixture is then stirred for 1 hour 30 minutes at room temperature. The mixture is then poured ... The reactants are CSSC (dimethyl disulfide), S(O)(O)(=O)=O (sulfuric acid), COC1=CC(=CC=C1)OC (1,3-dimethoxybenzene), CN(C)CCN(C)C (TMEDA), [Li]CCCC (n-BuLi). The solvent is CCOCC (ether). Reaction conditions: temperature 0 celsius, time 30 minute. Yields the product COC1=C(C(=CC=C1)OC)SC (1,3-Dimethoxy-2-methylsulfanylbenzene). As a reaction SMILES: [CH3:1][O:2][C:3]1[CH:8]=[CH:7][CH:6]=[C:5]([O:9][CH3:10])[CH:4]=1.CN(CCN(C)C)C.[Li]CCCC.[CH3:24][S:25]SC.S(=O)(=O)(O)O>CCOCC>[CH3:1][O:2][C:3]1[CH:8]=[CH:7][CH:6]=[C:5]([O:9][CH3:10])[C:4]=1[S:25][CH3:24]. Procedure: To a solution of 1,3-dimethoxybenzene (1.94 mL, 15 mmol) and TMEDA (2.35 mL, 15.75 mmol) in ether (40 mL) a under nitrogen atmosphere at 0° C. is added dropwise n-BuLi (9.84 mL, 1.6M in hexane, 15.75 mmol). The mixture is stirred at 0° C. for 30 min then dimethyl disulfide (1.33 mL, 15 mmol) is added and stirring is continued at RT for 30 min. The mixture is poured into dilute sulfuric acid and the ether layer is separated. The aqueous is extracted with ether. The ether solutions are combined an... Starting materials: CCCCN, Nc1nc(Cl)nc(-c2ccc(Cl)c(Cl)c2)n1, C1COCCO1. Yields the product CCCCNc1nc(N)nc(-c2ccc(Cl)c(Cl)c2)n1. As a reaction SMILES: [CH2:17]([CH2:18][CH2:19][CH3:20])[NH2:21].[NH2:1][c:2]1[n:3][c:4](-[c:9]2[cH:10][c:11]([Cl:16])[c:12]([Cl:15])[cH:13][cH:14]2)[n:5][c:6]([Cl:8])[n:7]1.[O:22]1[CH2:23][CH2:24][O:25][CH2:26][CH2:27]1>>[NH2:1][c:2]1[n:3][c:4](-[c:9]2[cH:10][c:11]([Cl:16])[c:12]([Cl:15])[cH:13][cH:14]2)[n:5][c:6]([NH:21][CH2:17][CH2:18][CH2:19][CH3:20])[n:7]1. Procedure details: Into a 100-mL round-bottom flask purged and maintained with an inert atmosphere of nitrogen, was placed 7-(benzyloxy)-4-bromo-2,3-dihydro-1H-inden-1-one (520 mg, 1.64 mmol, 1.00 equiv), ethyl prop-2-enoate (825 mg, 8.24 mmol, 5.03 equiv), PdCl2 (58 mg, 0.33 mmol, 0.200 equiv), DIEA (1.06 g, 8.20 mmol, 5.00 equiv), (o-Tol)3P (201 mg, 0.66 mmol, 0.400 equiv), N,N-dimethylformamide (15 mL). The resulting solution was stirred for overnight at 90° C. in an oil bath. The reaction progress was monitore... Reagents/catalysts: Cl[Pd]Cl (PdCl2). RXN SMILES: [CH2:1]([O:8][C:9]1[CH:10]=[CH:11][C:12](Br)=[C:13]2[C:17]=1[C:16](=[O:18])[CH2:15][CH2:14]2)[C:2]1[CH:7]=[CH:6][CH:5]=[CH:4][CH:3]=1.[C:20]([O:24][CH2:25][CH3:26])(=[O:23])[CH:21]=[CH2:22].CCN(C(C)C)C(C)C.CN(C)C=O>O.Cl[Pd]Cl>[CH2:1]([O:8][C:9]1[CH:10]=[CH:11][C:12](/[CH:22]=[CH:21]/[C:20]([O:24][CH2:25][CH3:26])=[O:23])=[C:13]2[C:17]=1[C:16](=[O:18])[CH2:15][CH2:14]2)[C:2]1[CH:7]=[CH:6][CH:5]=[CH:4][CH:3]=1. The reactants are ethyl acetate petroleum ether, C(C1=CC=CC=C1)OC=1C=CC(=C2CCC(C12)=O)Br (7-(benzyloxy)-4-bromo-2,3-dihydro-1H-inden-1-one), CN(C=O)C (N,N-dimethylformamide), C(C=C)(=O)OCC (ethyl prop-2-enoate), CCN(C(C)C)C(C)C (DIEA). Run at temperature 90 celsius, time 8 hour. The product is C(C1=CC=CC=C1)OC=1C=CC(=C2CCC(C12)=O)/C=C/C(=O)OCC (Ethyl (2E)-3-[7-(benzyloxy)-1-oxo-2,3-dihydro-1H-inden-4-yl]prop-2-enoate). The solvent is O (H2O).